Dataset: the Open Reaction Database (ORD), a public repository of structured organic reaction records. Task: describe an organic reaction: reactants, conditions, products, and yield Starting materials: N12CCC(CC1)(C2)C(O)(C2=CC=CC=C2)C2=CC=CC=C2 (1-azabicyclo[2.2.1]hept-4-yl(diphenyl)methanol), C1(=CC=CC=C1)COCCCCBr (4-bromobutyl phenylmethyl ether). Solvent: CC#N (CH3CN). Product: [Br-].OC(C12CC[N+](CC1)(C2)CCCCOCC2=CC=CC=C2)(C2=CC=CC=C2)C2=CC=CC=C2 (4-[hydroxy(diphenyl)methyl]-1-{4-[(phenylmethyl)oxy]butyl}-1-azoniabicyclo[2.2.1]heptane bromide). Yield: 7.3%. As a reaction SMILES: [N:1]12[CH2:7][C:4]([C:8]([C:16]3[CH:21]=[CH:20][CH:19]=[CH:18][CH:17]=3)([C:10]3[CH:15]=[CH:14][CH:13]=[CH:12][CH:11]=3)[OH:9])([CH2:5][CH2:6]1)[CH2:3][CH2:2]2.[C:22]1([CH2:28][O:29][CH2:30][CH2:31][CH2:32][CH2:33][Br:34])[CH:27]=[CH:26][CH:25]=[CH:24][CH:23]=1>CC#N>[Br-:34].[OH:9][C:8]([C:16]1[CH:21]=[CH:20][CH:19]=[CH:18][CH:17]=1)([C:10]1[CH:15]=[CH:14][CH:13]=[CH:12][CH:11]=1)[C:4]12[CH2:7][N+:1]([CH2:33][CH2:32][CH2:31][CH2:30][O:29][CH2:28][C:22]3[CH:27]=[CH:26][CH:25]=[CH:24][CH:23]=3)([CH2:6][CH2:5]1)[CH2:2][CH2:3]2 |f:3.4|. Procedure: Following the general procedure outlined in Example 1, 1-azabicyclo[2.2.1]hept-4-yl(diphenyl)methanol (33.1 mg, 0.118 mmol) and 4-bromobutyl phenylmethyl ether (0.04 mL, 0.21 mmol) in 2 CH3CN/3 CHCl3 (2.5 mL) were reacted to give the desired product (4.5 mg, 7%). EI-MS m/z 442 (M+) Rt (2.01 min).